From a dataset of the Open Reaction Database (ORD), a public repository of structured organic reaction records. describe an organic reaction: reactants, conditions, products, and yield Starting materials: [OH-].[Na+] (sodium hydroxide), CCOCC.O (ether water), O=C/C=C/C=1C=C(C(=O)OC)C=CC1 (Methyl 3-(3-oxo-1E-propenyl)benzoate), CC(C)(C)OO (1,1-dimethylethylhydroperoxide). The solvent is CO (methanol), CO (methanol). Conditions: temperature 35 celsius, time 1.5 hour. Product: C(=O)[C@H]1[C@@H](O1)C=1C=C(C(=O)OC)C=CC1 (methyl trans-3-(3-formyloxiranyl)benzoate), epoxide. As a reaction SMILES: [O:1]=[CH:2]/[CH:3]=[CH:4]/[C:5]1[CH:6]=[C:7]([CH:12]=[CH:13][CH:14]=1)[C:8]([O:10][CH3:11])=[O:9].CC([O:19]O)(C)C.[OH-].[Na+].CCOCC.O>CO>[CH:2]([C@@H:3]1[O:19][C@H:4]1[C:5]1[CH:6]=[C:7]([CH:12]=[CH:13][CH:14]=1)[C:8]([O:10][CH3:11])=[O:9])=[O:1] |f:2.3,4.5|. Reported procedure: Methyl 3-(3-oxo-1E-propenyl)benzoate (0.67 g, 3.52 mmol) and 10 ml of methanol was added dropwise to 0.58 ml of 70% 1,1-dimethylethylhydroperoxide (4.2 mmol) in 5 ml of methanol. The pH was maintained at pH 8.0-8.5 throughout with 1N sodium hydroxide. The mixture was stirred at about 35° C. for 1.5 hrs. The reaction mixture was poured into ether/water and the ether layer was washed 3× with water and 1× with brine, dried over sodium sulfate, and concentrated. Flash chromatography using 10:1 follo... Reactants: C(C)(C)(C)OC(=O)NCCCCC(=O)O (5-t-butoxycarbonylamino valeric acid), CCN=C=NCCCN(C)C.Cl (WSCI hydrochloride), C=1C=CC2=C(C1)N=NN2O (HOBt), NC1=C(C=C(C(=O)OC)C=C1)NCCC (methyl 4-amino-3-propylamino-benzoate). Run in C(Cl)(Cl)Cl (chloroform). Reaction conditions: time 30 minute. Yields the product C(C)(C)(C)OC(=O)NCCCCC(=O)NC1=C(C=C(C(=O)OC)C=C1)NCCC (methyl 4-(5-t-butoxycarbonylamino-pentanoylamino)-3-propylamino-benzoate). The yield is 54.9%. As a reaction SMILES: [C:1]([O:5][C:6]([NH:8][CH2:9][CH2:10][CH2:11][CH2:12][C:13]([OH:15])=O)=[O:7])([CH3:4])([CH3:3])[CH3:2].CCN=C=NCCCN(C)C.Cl.C1C=CC2N(O)N=NC=2C=1.[NH2:38][C:39]1[CH:48]=[CH:47][C:42]([C:43]([O:45][CH3:46])=[O:44])=[CH:41][C:40]=1[NH:49][CH2:50][CH2:51][CH3:52]>C(Cl)(Cl)Cl>[C:1]([O:5][C:6]([NH:8][CH2:9][CH2:10][CH2:11][CH2:12][C:13]([NH:38][C:39]1[CH:48]=[CH:47][C:42]([C:43]([O:45][CH3:46])=[O:44])=[CH:41][C:40]=1[NH:49][CH2:50][CH2:51][CH3:52])=[O:15])=[O:7])([CH3:2])([CH3:3])[CH3:4] |f:1.2|. Reported procedure: In chloroform (10 ml), 5-t-butoxycarbonylamino valeric acid (574 mg), WSCI hydrochloride (690 mg), and HOBt (487 mg) were dissolved. Then, the solution was stirred at room temperature for 30 minutes. The solution was added with the compound (503 mg) obtained in Example 3-1 and stirred overnight at room temperature. After completion of the reaction, the solvent was distilled off under reduced pressure and the residue was then dissolved in chloroform. After having been washed with a saturated aque... Starting materials: C[Si](C)(C)Br, CCC#N, CCOC(=O)Cc1cnc(Cl)nc1, CCOCC, [Na+], [OH-]. The product is CCOC(=O)Cc1cnc(Br)nc1. RXN SMILES: [Br:1][Si:2]([CH3:3])([CH3:4])[CH3:5].[C:26](#[N:27])[CH2:28][CH3:29].[CH2:6]([CH3:7])[O:8][C:9]([CH2:10][c:11]1[cH:12][n:13][c:14]([Cl:17])[n:15][cH:16]1)=[O:18].[CH3:19][CH2:20][O:21][CH2:22][CH3:23].[Na+:25].[OH-:24]>>[Br:1][c:14]1[n:13][cH:12][c:11]([CH2:10][C:9]([O:8][CH2:6][CH3:7])=[O:18])[cH:16][n:15]1. Reactants: COC(=O)CBr, CCOCC, CC1(C)CCc2ccccc2C1N. As a reaction SMILES: [CH3:14][O:15][C:16]([CH2:17][Br:18])=[O:19].[CH3:20][CH2:21][O:22][CH2:23][CH3:24].[NH2:1][CH:2]1[C:3]([CH3:12])([CH3:13])[CH2:4][CH2:5][c:6]2[cH:7][cH:8][cH:9][cH:10][c:11]21>>[NH:1]([CH:2]1[C:3]([CH3:12])([CH3:13])[CH2:4][CH2:5][c:6]2[cH:7][cH:8][cH:9][cH:10][c:11]21)[CH2:17][C:16]([O:15][CH3:14])=[O:19]. Product: COC(=O)CNC1c2ccccc2CCC1(C)C.